This data is from the Open Reaction Database (ORD), a public repository of structured organic reaction records. The task is: describe an organic reaction: reactants, conditions, products, and yield RXN SMILES: [C:29].[CH3:27][OH:28].[N+:1]([O-:2])(=[O:3])[c:4]1[c:5]([CH2:10][CH2:11][CH:12]([C:13](=[O:14])[OH:15])[N:16]2[C:17](=[O:26])[c:18]3[c:19]([cH:22][cH:23][cH:24][cH:25]3)[C:20]2=[O:21])[cH:6][cH:7][cH:8][cH:9]1.[Pd:30]>>[NH2:1][c:4]1[c:5]([CH2:10][CH2:11][CH:12]([C:13](=[O:14])[OH:15])[N:16]2[C:17](=[O:26])[c:18]3[c:19]([cH:22][cH:23][cH:24][cH:25]3)[C:20]2=[O:21])[cH:6][cH:7][cH:8][cH:9]1. Product: Nc1ccccc1CCC(C(=O)O)N1C(=O)c2ccccc2C1=O. Starting materials: C, CO, O=C(O)C(CCc1ccccc1[N+](=O)[O-])N1C(=O)c2ccccc2C1=O, [Pd]. Starting materials: Brc1ccc(CN2CCOCC2)cc1, CC(C)(C)OC(=O)N1CCNCC1, CC(C)(C)P(c1ccccc1-c1ccccc1)C(C)(C)C, Cc1ccccc1, CC(C)(C)[O-], [Na+], O=C(C=Cc1ccccc1)C=Cc1ccccc1, O=C(C=Cc1ccccc1)C=Cc1ccccc1, O=C(C=Cc1ccccc1)C=Cc1ccccc1, [Pd], [Pd]. Yields the product c1cc(N2CCNCC2)ccc1CN1CCOCC1. As a reaction SMILES: [Br:1][c:2]1[cH:3][cH:4][c:5]([CH2:6][N:7]2[CH2:8][CH2:9][O:10][CH2:11][CH2:12]2)[cH:13][cH:14]1.[C:15]([O:16][C:17](=[O:18])[N:22]1[CH2:23][CH2:24][NH:25][CH2:26][CH2:27]1)([CH3:19])([CH3:20])[CH3:21].[C:28]([P:29]([C:30]([CH3:31])([CH3:32])[CH3:33])[c:34]1[cH:35][cH:36][cH:37][cH:38][c:39]1-[c:40]1[cH:41][cH:42][cH:43][cH:44][cH:45]1)([CH3:46])([CH3:47])[CH3:48].[CH3:111][c:112]1[cH:113][cH:114][cH:115][cH:116][cH:117]1.[CH3:49][C:50]([CH3:51])([O-:52])[CH3:53].[Na+:54].[O:57]=[C:58]([CH:59]=[CH:60][c:61]1[cH:62][cH:63][cH:64][cH:65][cH:66]1)[CH:67]=[CH:68][c:69]1[cH:70][cH:71][cH:72][cH:73][cH:74]1.[O:75]=[C:76]([CH:77]=[CH:78][c:79]1[cH:80][cH:81][cH:82][cH:83][cH:84]1)[CH:85]=[CH:86][c:87]1[cH:88][cH:89][cH:90][cH:91][cH:92]1.[O:93]=[C:94]([CH:95]=[CH:96][c:97]1[cH:98][cH:99][cH:100][cH:101][cH:102]1)[CH:103]=[CH:104][c:105]1[cH:106][cH:107][cH:108][cH:109][cH:110]1.[Pd:55].[Pd:56]>>[c:2]1([N:22]2[CH2:23][CH2:24][NH:25][CH2:26][CH2:27]2)[cH:3][cH:4][c:5]([CH2:6][N:7]2[CH2:8][CH2:9][O:10][CH2:11][CH2:12]2)[cH:13][cH:14]1. Starting materials: N1[C@H](C(=O)OCC2=CC=CC=C2)CCCC1 ((S)-Benzyl pipecolate), COC1=CC=C(C=CC(=O)O)C=C1 (4-methoxycinnamic acid), Cl.CN(CCCN=C=NCC)C (1-(3-dimethylaminopropyl)-3-ethylcarbodiimide hydrochloride). Run in C(Cl)Cl (methylene chloride). Reaction conditions: time 12 hour. Yields the product COC1=CC=C(C=CC(=O)N2[C@H](C(=O)OCC3=CC=CC=C3)CCCC2)C=C1 ((S)-Benzyl N-(4-Methoxycinnamoyl)pipecolate). Yield: 64.8%. RXN SMILES: [NH:1]1[CH2:16][CH2:15][CH2:14][CH2:13][C@H:2]1[C:3]([O:5][CH2:6][C:7]1[CH:12]=[CH:11][CH:10]=[CH:9][CH:8]=1)=[O:4].[CH3:17][O:18][C:19]1[CH:29]=[CH:28][C:22]([CH:23]=[CH:24][C:25](O)=[O:26])=[CH:21][CH:20]=1.Cl.CN(C)CCCN=C=NCC>C(Cl)Cl>[CH3:17][O:18][C:19]1[CH:29]=[CH:28][C:22]([CH:23]=[CH:24][C:25]([N:1]2[CH2:16][CH2:15][CH2:14][CH2:13][C@H:2]2[C:3]([O:5][CH2:6][C:7]2[CH:8]=[CH:9][CH:10]=[CH:11][CH:12]=2)=[O:4])=[O:26])=[CH:21][CH:20]=1 |f:2.3|. Reported procedure: To a solution of 145 mg (0.37 mmol) of (S)-Benzyl pipecolate salt (134) (described in Example 1) in 8.0 mL of methylene chloride was added 102 mg (0.57 mmol) of 4-methoxycinnamic acid, 107 mg (0.55 mmol) of 1-(3-dimethylaminopropyl)-3-ethylcarbodiimide hydrochloride (EDC) and 130 μL (0.74 mmol) of diisopropylethylainine, The resulting solution was stirred at ambient temperature for 12 h and was then concentrated under reduced pressure. Flash chromatography (elution with 1:1 ethyl acetate-hexane)... Starting materials: C(C)(=O)NC1=C(C(N(C2=NC(=C(C=C12)C1=CC=C(C=C1)Cl)C1=C(C=C(C=C1)Cl)Cl)C)=O)C(=O)OC (Methyl 4-(acetylamino)-6(4-chlorophenyl)-7-(2,4-dichlorophenyl)-1-methyl-2-oxo-1,2-dihydro-1,8-naphthyridine-3-carboxylate), C(=O)([O-])[O-].[Cs+].[Cs+] (Cs2CO3), C(C)(C)O (isopropanol). Solvent: C1CCOC1 (THF). Run at temperature 50 celsius, time 14 hour. Product: C(C)(=O)NC1=C(C(N(C2=NC(=C(C=C12)C1=CC=C(C=C1)Cl)C1=C(C=C(C=C1)Cl)Cl)C)=O)C(=O)OC(C)C (Isopropyl 4-(acetylamino)-6-(4-chlorophenyl)-7-(2,4-dichlorophenyl)-1-methyl-2-oxo-1,2-dihydro-1,8-naphthyridine-3-carboxylate). RXN SMILES: [C:1]([NH:4][C:5]1[C:14]2[C:9](=[N:10][C:11]([C:22]3[CH:27]=[CH:26][C:25]([Cl:28])=[CH:24][C:23]=3[Cl:29])=[C:12]([C:15]3[CH:20]=[CH:19][C:18]([Cl:21])=[CH:17][CH:16]=3)[CH:13]=2)[N:8]([CH3:30])[C:7](=[O:31])[C:6]=1[C:32](OC)=[O:33])(=[O:3])[CH3:2].C([O-])([O-])=O.[Cs+].[Cs+].[CH:42]([OH:45])([CH3:44])[CH3:43]>C1COCC1>[C:1]([NH:4][C:5]1[C:14]2[C:9](=[N:10][C:11]([C:22]3[CH:27]=[CH:26][C:25]([Cl:28])=[CH:24][C:23]=3[Cl:29])=[C:12]([C:15]3[CH:20]=[CH:19][C:18]([Cl:21])=[CH:17][CH:16]=3)[CH:13]=2)[N:8]([CH3:30])[C:7](=[O:31])[C:6]=1[C:32]([O:45][CH:42]([CH3:44])[CH3:43])=[O:33])(=[O:3])[CH3:2] |f:1.2.3|. Reported procedure: To the product of EXAMPLE 91 (10 mg) in isopropanol (4 mL) and THF (1 mL) was added Cs2CO3 (10 mg). The reaction stirred for about 14 hours at 50° C. LC/MS indicated incomplete reaction and the solution was then heated to 90° C. in a pressure tube for three hours. The reaction was concentrated and then diluted with EtOAc. After washing with saturated aqueous NaHCO3 the solution was dried (Na2SO4). The concentrated residue was purified by preparative TLC on silica gel eluted with 5% methanol in C... Starting materials: CC(C)(C)c1cccc(C(C)(C)C)c1O, CSCCO, Cn1nc(CC2CC2)c2sc(Cc3cccc(C(F)(F)F)c3)c(O)c2c1=O, CCOC(=O)[N+](=[N-])C(=O)OCC, C1CCOC1, c1ccc(P(c2ccccc2)c2ccccc2)cc1. The product is CSCCOc1c(Cc2cccc(C(F)(F)F)c2)sc2c(CC3CC3)nn(C)c(=O)c12. RXN SMILES: [C:32]([c:33]1[cH:34][cH:35][cH:36][c:37]([C:38]([CH3:39])([CH3:40])[CH3:41])[c:42]1[OH:43])([CH3:44])([CH3:45])[CH3:46].[CH3:47][S:48][CH2:49][CH2:50][OH:51].[CH:52]1([CH2:55][c:56]2[n:57][n:58]([CH3:78])[c:59](=[O:77])[c:60]3[c:61]2[s:62][c:63]([CH2:66][c:67]2[cH:68][c:69]([C:73]([F:74])([F:75])[F:76])[cH:70][cH:71][cH:72]2)[c:64]3[OH:65])[CH2:53][CH2:54]1.[N+:20]([C:21]([O:22][CH2:23][CH3:24])=[O:25])([C:26]([O:27][CH2:28][CH3:29])=[O:30])=[N-:31].[O:79]1[CH2:80][CH2:81][CH2:82][CH2:83]1.[c:1]1([P:2]([c:3]2[cH:4][cH:5][cH:6][cH:7][cH:8]2)[c:9]2[cH:10][cH:11][cH:12][cH:13][cH:14]2)[cH:15][cH:16][cH:17][cH:18][cH:19]1>>[CH3:47][S:48][CH2:49][CH2:50][O:65][c:64]1[c:60]2[c:59](=[O:77])[n:58]([CH3:78])[n:57][c:56]([CH2:55][CH:52]3[CH2:53][CH2:54]3)[c:61]2[s:62][c:63]1[CH2:66][c:67]1[cH:68][c:69]([C:73]([F:74])([F:75])[F:76])[cH:70][cH:71][cH:72]1. The reactants are O=C([O-])O, CCOC(C)=O, O=C(Cl)CCl, Cl, Nc1ccc2[nH]c(=O)c3ccccc3c2c1, [Na+]. The product is O=C(CCl)Nc1ccc2[nH]c(=O)c3ccccc3c2c1. Reaction SMILES: [C:18](=[O:19])([OH:20])[O-:21].[CH3:28][CH2:29][O:30][C:31](=[O:32])[CH3:33].[Cl:23][CH2:24][C:25](=[O:26])[Cl:27].[ClH:1].[NH2:2][c:3]1[cH:4][c:5]2[c:6]3[cH:7][cH:8][cH:9][cH:10][c:11]3[c:12](=[O:17])[nH:13][c:14]2[cH:15][cH:16]1.[Na+:22]>>[NH:2]([c:3]1[cH:4][c:5]2[c:6]3[cH:7][cH:8][cH:9][cH:10][c:11]3[c:12](=[O:17])[nH:13][c:14]2[cH:15][cH:16]1)[C:25]([CH2:24][Cl:23])=[O:26]. Reactants: acid, C(C)(C)(C)OC(=O)N1CCC(CC1)NC(CCCN1CCN(CC1)C1=CC=C(C=C1)C(F)(F)F)=O (4-{4-[4-(4-trifluoromethyl-phenyl)-piperazin-1-yl]-butyrylamino}-piperidine-1-carboxylic acid tert-butyl ester), C([O-])([O-])=O.[K+].[K+] (potassium carbonate). Solvent: C(C)OC(C)=O (ethylacetate), ClCCl (dichloromethane). Product: N1CCC(CC1)NC(CCCN1CCN(CC1)C1=CC=C(C=C1)C(F)(F)F)=O (N-piperidin-4-yl-4-[4-(4-trifluoromethyl-phenyl)-piperazin-1-yl]-butyramide). Yield: 79.5%. RXN SMILES: C(OC([N:8]1[CH2:13][CH2:12][CH:11]([NH:14][C:15](=[O:35])[CH2:16][CH2:17][CH2:18][N:19]2[CH2:24][CH2:23][N:22]([C:25]3[CH:30]=[CH:29][C:28]([C:31]([F:34])([F:33])[F:32])=[CH:27][CH:26]=3)[CH2:21][CH2:20]2)[CH2:10][CH2:9]1)=O)(C)(C)C.C(=O)([O-])[O-].[K+].[K+]>ClCCl.C(OC(=O)C)C>[NH:8]1[CH2:13][CH2:12][CH:11]([NH:14][C:15](=[O:35])[CH2:16][CH2:17][CH2:18][N:19]2[CH2:20][CH2:21][N:22]([C:25]3[CH:26]=[CH:27][C:28]([C:31]([F:33])([F:34])[F:32])=[CH:29][CH:30]=3)[CH2:23][CH2:24]2)[CH2:10][CH2:9]1 |f:1.2.3|. Reported procedure: Trifluororoacetic acid (1 mL) is added to a solution of 4-{4-[4-(4-trifluoromethyl-phenyl)-piperazin-1-yl]-butyrylamino}-piperidine-1-carboxylic acid tert-butyl ester (660 mg; 1.32 mmol, prepared in accordance with Example 74) in dichloromethane (4 mL) and the resulting mixture is stirred at room temperature. After 3 hours reaction time, the excess acid is neutralized by the addition of potassium carbonate, the mixture is filtered and the filtrate is concentrated under reduced pressure. The resi...